This data is from the Open Reaction Database (ORD), a public repository of structured organic reaction records. The task is: describe an organic reaction: reactants, conditions, products, and yield Starting materials: C[Si](C)(C)[N-][Si](C)(C)C, CNc1ccncc1-c1ccccc1C, CCOC(C)=O, CN(C)C=O, CC(C)(C(=O)Cl)c1cc(C(F)(F)F)cc(C(F)(F)F)c1, [K+], C1CCOC1. Product: Cc1ccccc1-c1cnccc1N(C)C(=O)C(C)(C)c1cc(C(F)(F)F)cc(C(F)(F)F)c1, Cl. Reaction SMILES: [CH3:16][Si:17]([CH3:18])([CH3:19])[N-:20][Si:21]([CH3:22])([CH3:23])[CH3:24].[CH3:1][NH:2][c:3]1[c:4](-[c:9]2[c:10]([CH3:15])[cH:11][cH:12][cH:13][cH:14]2)[cH:5][n:6][cH:7][cH:8]1.[CH3:46][CH2:47][O:48][C:49](=[O:50])[CH3:51].[CH3:52][N:53]([CH3:54])[CH:55]=[O:56].[F:26][C:27]([c:28]1[cH:29][c:30]([C:38]([C:39](=[O:40])[Cl:41])([CH3:42])[CH3:43])[cH:31][c:32]([C:34]([F:35])([F:36])[F:37])[cH:33]1)([F:44])[F:45].[K+:25].[O:57]1[CH2:58][CH2:59][CH2:60][CH2:61]1>>[CH3:1][N:2]([c:3]1[c:4](-[c:9]2[c:10]([CH3:15])[cH:11][cH:12][cH:13][cH:14]2)[cH:5][n:6][cH:7][cH:8]1)[C:39]([C:38]([c:30]1[cH:29][c:28]([C:27]([F:26])([F:44])[F:45])[cH:33][c:32]([C:34]([F:35])([F:36])[F:37])[cH:31]1)([CH3:42])[CH3:43])=[O:40].[ClH:41]. The reactants are BrCCCBr, Cc1ccccc1, [H-], [Na+], CN(C)C=O, O, N#CCc1ccccc1. The product is N#CC1(c2ccccc2)CCC1. As a reaction SMILES: [Br:12][CH2:13][CH2:14][CH2:15][Br:16].[CH3:18][c:19]1[cH:20][cH:21][cH:22][cH:23][cH:24]1.[H-:1].[Na+:2].[O:25]=[CH:26][N:27]([CH3:28])[CH3:29].[OH2:17].[c:3]1([CH2:9][C:10]#[N:11])[cH:4][cH:5][cH:6][cH:7][cH:8]1>>[c:3]1([C:9]2([C:10]#[N:11])[CH2:13][CH2:14][CH2:15]2)[cH:4][cH:5][cH:6][cH:7][cH:8]1. Reactants: ClCCC(CC)O[Si](C)(C)CC(C)C ((5-chloro-3-pentyloxy)(2,2-dimethylethyl)dimethylsilane), ClCCC(O[Si](C)(C)C(C)(C)C)CC ((3-chloro-1-ethylpropoxy)(1,1-dimethylethyl)dimethylsilane), [Mg] (magnesium), solution, Li2CuCl4, ClC1C=CCC1 (3-chlorocyclopentene). Solvent: O1CCCC1 (tetrahydrofuran), O1CCCC1 (tetrahydrofuran), O1CCCC1 (tetrahydrofuran). Product: CC(C)(C)[Si](OC(CCC1C=CCC1)CC)(C)C (3-(3-[(1,1-Dimethylethyl)dimethylsiloxy]pent-1-yl)cyclopentene). RXN SMILES: Cl[CH2:2][CH2:3][CH:4](O[Si](CC(C)C)(C)C)[CH2:5][CH3:6].Cl[CH2:16][CH2:17][CH:18]([CH2:27][CH3:28])[O:19][Si:20]([C:23]([CH3:26])([CH3:25])[CH3:24])([CH3:22])[CH3:21].[Mg].ClC1CCC=C1>O1CCCC1>[CH3:24][C:23]([Si:20]([CH3:22])([CH3:21])[O:19][CH:18]([CH2:27][CH3:28])[CH2:17][CH2:16][CH:5]1[CH2:4][CH2:3][CH:2]=[CH:6]1)([CH3:26])[CH3:25]. Procedure details: The procedure followed is the same as that described in Example 8 substituting (5-chloro-3-pentyloxy)(2,2-dimethylethyl)dimethylsilane {(3-chloro-1-ethylpropoxy)(1,1-dimethylethyl)dimethylsilane} (78 g, 0.33 moles) diluted in tetrahydrofuran (100 ml), granular magnesium (24 g, 1.00 moles), tetrahydrofuran (100 ml), 0.1M solution of Li2CuCl4 (1.0 mmole), and 3-chlorocyclopentene (33 g, 0.33 moles) dissolved in tetrahydrofuran (50 ml). The crude product is distilled under reduced pressure leaving ... The solvent is C(C)N(CC)CC (triethylamine). The reactants are COC(=O)C=1SC(=CC1)CCCNCC1=CC=C(C=C1)C=1SC=CN1 (5-[3-(4-Thiazol-2-yl-benzylamino)-propyl]-thiophene-2-carboxylic acid methyl ester), Cl.N1=CC(=CC=C1)S(=O)(=O)Cl (pyridine-3-sulfonyl chloride hydrochloride). As a reaction SMILES: [CH3:1][O:2][C:3]([C:5]1[S:6][C:7]([CH2:10][CH2:11][CH2:12][NH:13][CH2:14][C:15]2[CH:20]=[CH:19][C:18]([C:21]3[S:22][CH:23]=[CH:24][N:25]=3)=[CH:17][CH:16]=2)=[CH:8][CH:9]=1)=[O:4].Cl.[N:27]1[CH:32]=[CH:31][CH:30]=[C:29]([S:33](Cl)(=[O:35])=[O:34])[CH:28]=1>C(N(CC)CC)C>[CH3:1][O:2][C:3]([C:5]1[S:6][C:7]([CH2:10][CH2:11][CH2:12][N:13]([S:33]([C:29]2[CH:28]=[N:27][CH:32]=[CH:31][CH:30]=2)(=[O:35])=[O:34])[CH2:14][C:15]2[CH:16]=[CH:17][C:18]([C:21]3[S:22][CH:23]=[CH:24][N:25]=3)=[CH:19][CH:20]=2)=[CH:8][CH:9]=1)=[O:4] |f:1.2|. Procedure: The title compound of Step B was prepared from 5-[3-(4-thiazol-2-yl-benzylamino)-propyl]-thiophene-2-carboxylic acid methyl ester of Step A and pyridine-3-sulfonyl chloride hydrochloride, of Preparation 2, following the method described in Example 1, Step B using triethylamine in place of N,N-diisopropylethylamine. MS 514 (M+1). Product: COC(=O)C=1SC(=CC1)CCCN(CC1=CC=C(C=C1)C=1SC=CN1)S(=O)(=O)C=1C=NC=CC1 (5-{3-[(Pyridine-3-sulfonyl)-(4-thiazol-2-yl-benzyl)-amino]-propyl}-thiophene-2-carboxylic acid methyl ester). The reactants are CS(=O)(=O)OC1CCN(CC1)C1=CC=C(C=C1)[N+](=O)[O-] (4-[4-(methanesulfonyloxy)piperidin-1-yl]nitrobenzene), C(C)(=S)[O-].[K+] (potassium thioacetate), O (water). Run in CS(=O)C (dimethylsulfoxide). Product: C(C)(=O)SC1CCN(CC1)C1=CC=C(C=C1)[N+](=O)[O-] (4-(4-acetylthiopiperidin-1-yl)nitrobenzene). The yield is 61.6%. RXN SMILES: CS(O[CH:6]1[CH2:11][CH2:10][N:9]([C:12]2[CH:17]=[CH:16][C:15]([N+:18]([O-:20])=[O:19])=[CH:14][CH:13]=2)[CH2:8][CH2:7]1)(=O)=O.[C:21]([O-:24])(=[S:23])[CH3:22].[K+].O>CS(C)=O>[C:21]([S:23][CH:6]1[CH2:7][CH2:8][N:9]([C:12]2[CH:13]=[CH:14][C:15]([N+:18]([O-:20])=[O:19])=[CH:16][CH:17]=2)[CH2:10][CH2:11]1)(=[O:24])[CH3:22] |f:1.2|. Reported procedure: A solution of 4-[4-(methanesulfonyloxy)piperidin-1-yl]nitrobenzene (2.0 g), and potassium thioacetate (1.14 g) in dimethylsulfoxide (DMSO) (20 ml) was stirred at 100-110° C. for 3 hours. The reaction mixture was poured into water (100 ml) and extracted twice with ethyl acetate (100 ml). The extracts were collected, washed with saturated aqueous sodium chloride, dried over anhydrous magnesium sulfate and evaporated in vacuo. The resulting precipitates were washed with IPE (50 ml), collected by fi...